From a dataset of the Open Reaction Database (ORD), a public repository of structured organic reaction records. describe an organic reaction: reactants, conditions, products, and yield Reactants: C(=O)(N1C=NC=C1)N1C=NC=C1 (1,1′-carbonyldiimidazole), FC1=C(C=CC=C1)C1=C(C(=O)O)C(=CN=C1)NC1=C(C=C(C=C1)I)F (3-(2-fluoro-phenyl)-5-(2-fluoro-4-iodo-phenylamino)-isonicotinic acid), O.NN (Hydrazine hydrate). Run in CS(=O)C (DMSO). Run at temperature 60 celsius, time 8 hour. The product is FC1=C(C=CC=C1)C1=C(C(=O)NN)C(=CN=C1)NC1=C(C=C(C=C1)I)F (3-(2-Fluoro-phenyl)-5-(2-fluoro-4-iodo-phenylamino)-isonicotinic acid hydrazide). Yield: 52.4%. As a reaction SMILES: C(N1C=CN=C1)(N1C=CN=C1)=O.[F:13][C:14]1[CH:19]=[CH:18][CH:17]=[CH:16][C:15]=1[C:20]1[CH:28]=[N:27][CH:26]=[C:25]([NH:29][C:30]2[CH:35]=[CH:34][C:33]([I:36])=[CH:32][C:31]=2[F:37])[C:21]=1[C:22](O)=[O:23].O.[NH2:39][NH2:40]>CS(C)=O>[F:13][C:14]1[CH:19]=[CH:18][CH:17]=[CH:16][C:15]=1[C:20]1[CH:28]=[N:27][CH:26]=[C:25]([NH:29][C:30]2[CH:35]=[CH:34][C:33]([I:36])=[CH:32][C:31]=2[F:37])[C:21]=1[C:22]([NH:39][NH2:40])=[O:23] |f:2.3|. Procedure: 1,1′-carbonyldiimidazole (21 mg, 0.13 mmol) was added to a solution of 3-(2-fluoro-phenyl)-5-(2-fluoro-4-iodo-phenylamino)-isonicotinic acid (40 mg, 0.09 mmol) in DMSO (1 mL), and stirred overnight at 60° C. Hydrazine hydrate (13 mg, 0.27 mmol) was added, and the reaction solution was stirred for an additional 4 h at 60° C. The reaction solution was quenched with H2O, diluted with EtOAc, and filtered through an Extrelut column. The column was washed with EtOAc, and the filtrate was concentrated.... Reactants: C(CCCCCC)OC=1C=C2C=NC(=NC2=CC1)[C@]1(NC(OC1)=O)C ((R)-4-(6-Heptyloxy-quinazolin-2-yl)-4-methyl-oxazolidin-2-one), C(C)O (ethanol), [OH-].[Li+] (lithium hydroxide). Solvent: O (water). Reaction conditions: temperature 80 celsius. The product is N[C@](CO)(C)C1=NC2=CC=C(C=C2C=N1)OCCCCCCC ((R)-2-Amino-2-(6-heptyloxyquinazolin-2-yl)propan-1-ol). The yield is 57.0%. As a reaction SMILES: [CH2:1]([O:8][C:9]1[CH:10]=[C:11]2[C:16](=[CH:17][CH:18]=1)[N:15]=[C:14]([C@:19]1([CH3:25])[CH2:23][O:22]C(=O)[NH:20]1)[N:13]=[CH:12]2)[CH2:2][CH2:3][CH2:4][CH2:5][CH2:6][CH3:7].C(O)C.[OH-].[Li+]>O>[NH2:20][C@@:19]([C:14]1[N:13]=[CH:12][C:11]2[C:16](=[CH:17][CH:18]=[C:9]([O:8][CH2:1][CH2:2][CH2:3][CH2:4][CH2:5][CH2:6][CH3:7])[CH:10]=2)[N:15]=1)([CH3:25])[CH2:23][OH:22] |f:2.3|. Procedure: (R)-4-(6-Heptyloxy-quinazolin-2-yl)-4-methyl-oxazolidin-2-one (40.0 mg, 0.000116 mol) was dissolved in ethanol (2 mL, 0.03 mol), followed by 4 M lithium hydroxide in water (1 mL). The reaction mixture was then heated at 80° C. for 2 hours. All solvent was removed. The solid was extracted with DCM, and was purified via chromatography (SiO2, 4 g, 0-100% (10% of MeOH with 2N ammonia in DCM and DCM) to give the desired product (21 mg, 57%). 1H NMR (CHLOROFORM-d) δ: 9.25 (s, 1H), 7.87 (d, J=9.0 Hz, 1...